From a dataset of the Open Reaction Database (ORD), a public repository of structured organic reaction records. describe an organic reaction: reactants, conditions, products, and yield The reactants are CC1=CC=C(C=C1)[C@@H]1SC2=C(N(C([C@@H]1O)=O)CCN(C)C(=O)OCC1=CC=CC=C1)C=CC(=C2)C ((-)-cis-2-(4-methylphenyl)-3-hydroxy-5-[2-(N-benzyloxycarbonyl-N-methylamino)ethyl]-8-methyl-2,3-dihydro-1,5-benzothiazepin-4(5H)-one), C(C)(=O)OC(C)=O (acetic anhydride). Run in N1=CC=CC=C1 (pyridine). Yields the product CC1=CC=C(C=C1)[C@@H]1SC2=C(N(C([C@@H]1OC(C)=O)=O)CCN(C)C(=O)OCC1=CC=CC=C1)C=CC(=C2)C ((-)-cis-2-(4-methylphenyl)-3-acetoxy-5-[2-(N-benzyloxycarbonyl-N-methylamino)ethyl]-8-methyl-2,3-dihydro-1,5-benzothiazepin-4(5H)-one). Reaction SMILES: [CH3:1][C:2]1[CH:7]=[CH:6][C:5]([C@H:8]2[C@@H:14]([OH:15])[C:13](=[O:16])[N:12]([CH2:17][CH2:18][N:19]([C:21]([O:23][CH2:24][C:25]3[CH:30]=[CH:29][CH:28]=[CH:27][CH:26]=3)=[O:22])[CH3:20])[C:11]3[CH:31]=[CH:32][C:33]([CH3:35])=[CH:34][C:10]=3[S:9]2)=[CH:4][CH:3]=1.[C:36](OC(=O)C)(=[O:38])[CH3:37]>N1C=CC=CC=1>[CH3:1][C:2]1[CH:7]=[CH:6][C:5]([C@H:8]2[C@@H:14]([O:15][C:36](=[O:38])[CH3:37])[C:13](=[O:16])[N:12]([CH2:17][CH2:18][N:19]([C:21]([O:23][CH2:24][C:25]3[CH:26]=[CH:27][CH:28]=[CH:29][CH:30]=3)=[O:22])[CH3:20])[C:11]3[CH:31]=[CH:32][C:33]([CH3:35])=[CH:34][C:10]=3[S:9]2)=[CH:4][CH:3]=1. Procedure details: A mixture of 0.73 g of (-)-cis-2-(4-methylphenyl)-3-hydroxy-5-[2-(N-benzyloxycarbonyl-N-methylamino)ethyl]-8-methyl-2,3-dihydro-1,5-benzothiazepin-4(5H)-one, 5 ml of acetic anhydride and 0.1 ml of pyridine is treated in the same manner as described in Example 1-(2), whereby 0.92 g of (-)-cis-2-(4-methylphenyl)-3-acetoxy-5-[2-(N-benzyloxycarbonyl-N-methylamino)ethyl]-8-methyl-2,3-dihydro-1,5-benzothiazepin-4(5H)-one is obtained as an oil. (3) A mixture of 0.92 g of (-)-cis-2-(4-methylphenyl)-3-ac... The reactants are C(C1=CC=CC=C1)OC(=O)N1[C@@H](CCC1)C=1NC=C(N1)C ((S)-2-(4-Methyl-1H-imidazol-2-yl)-pyrrolidine-1-carboxylic acid benzyl ester). Reagents/catalysts: [Pd] (Pd/C). Solvent: CCO (EtOH). The product is CC=1N=C(NC1)[C@H]1NCCC1 (4-Methyl-2-(S)-pyrrolidin-2-yl-1H-imidazole). As a reaction SMILES: C(OC([N:11]1[CH2:15][CH2:14][CH2:13][C@H:12]1[C:16]1[NH:17][CH:18]=[C:19]([CH3:21])[N:20]=1)=O)C1C=CC=CC=1>CCO.[Pd]>[CH3:21][C:19]1[N:20]=[C:16]([C@@H:12]2[CH2:13][CH2:14][CH2:15][NH:11]2)[NH:17][CH:18]=1. Reported procedure: A solution of 100 mg (S)-2-(4-Methyl-1H-imidazol-2-yl)-pyrrolidine-1-carboxylic acid benzyl ester in 5 ml EtOH was stirred in the presence of 15 mg Pd/C (10%) under an atmosphere of hydrogen (1 bar) for 2 h. The reaction mixture was filtered over a plug of Celite and washed with EtOH. Evaporation of the solvent gave the product as colorless oil. The reactants are O=[N+]([O-])c1c(NCc2ccccc2)cc(C(F)(F)F)nc1Cl, CC(C)(C)[O-], CCCCC, CCOC(=O)Cl, [K+], C1CCOC1. The product is CCOC(=O)N(Cc1ccccc1)c1cc(C(F)(F)F)nc(Cl)c1[N+](=O)[O-]. Reaction SMILES: [CH2:1]([c:2]1[cH:3][cH:4][cH:5][cH:6][cH:7]1)[NH:8][c:9]1[c:10]([N+:20](=[O:21])[O-:22])[c:11]([Cl:19])[n:12][c:13]([C:15]([F:16])([F:17])[F:18])[cH:14]1.[CH3:23][C:24]([CH3:25])([O-:26])[CH3:27].[CH3:40][CH2:41][CH2:42][CH2:43][CH3:44].[Cl:29][C:30](=[O:31])[O:32][CH2:33][CH3:34].[K+:28].[O:35]1[CH2:36][CH2:37][CH2:38][CH2:39]1>>[CH2:1]([c:2]1[cH:3][cH:4][cH:5][cH:6][cH:7]1)[N:8]([c:9]1[c:10]([N+:20](=[O:21])[O-:22])[c:11]([Cl:19])[n:12][c:13]([C:15]([F:16])([F:17])[F:18])[cH:14]1)[C:30](=[O:31])[O:32][CH2:33][CH3:34].